Dataset: the Open Reaction Database (ORD), a public repository of structured organic reaction records. Task: describe an organic reaction: reactants, conditions, products, and yield Reactants: Cc1ccc2c(=O)c3c(oc2c1)CCC(C(N)=O)C3, CN(C)C=O, O, O=S(Cl)Cl. Yields the product Cc1ccc2c(=O)c3c(oc2c1)CCC(C#N)C3. RXN SMILES: [CH3:6][c:7]1[cH:8][c:9]2[o:10][c:11]3[c:16]([c:17](=[O:21])[c:18]2[cH:19][cH:20]1)[CH2:15][CH:14]([C:22](=[O:23])[NH2:24])[CH2:13][CH2:12]3.[O:1]=[CH:2][N:3]([CH3:4])[CH3:5].[OH2:29].[S:25]([Cl:26])([Cl:27])=[O:28]>>[CH3:6][c:7]1[cH:8][c:9]2[o:10][c:11]3[c:16]([c:17](=[O:21])[c:18]2[cH:19][cH:20]1)[CH2:15][CH:14]([C:22]#[N:24])[CH2:13][CH2:12]3. The reactants are FC1=CC2=C(C(=NO2)C2CCNCC2)C=C1 (6-fluoro-(4-piperidinyl)-1,2 benzisoxazole), C(=O)([O-])[O-].[K+].[K+] (K2CO3), ClCCCOC=1C=C(C=CC1OC)C1(CC=CC=C1)C=O (1-[3-(3-chloropropoxy)-4-methoxyphenyl]phenylmethanone). Solvent: C(C)#N (acetonitrile). Yields the product FC1=CC2=C(C(=NO2)C2(CCNCC2)CCCOC=2C=C(C=CC2OC)C2(CC=CC=C2)C=O)C=C1 (1-[3-[3-[4-(6-fluoro-1,2-benzisoxazol-3-yl)-4-piperidinyl]propoxy]4-methoxyphenyl]phenylmethanone). RXN SMILES: [F:1][C:2]1[CH:16]=[CH:15][C:5]2[C:6]([CH:9]3[CH2:14][CH2:13][NH:12][CH2:11][CH2:10]3)=[N:7][O:8][C:4]=2[CH:3]=1.C([O-])([O-])=O.[K+].[K+].Cl[CH2:24][CH2:25][CH2:26][O:27][C:28]1[CH:29]=[C:30]([C:36]2([CH:42]=[O:43])[CH:41]=[CH:40][CH:39]=[CH:38][CH2:37]2)[CH:31]=[CH:32][C:33]=1[O:34][CH3:35]>C(#N)C>[F:1][C:2]1[CH:16]=[CH:15][C:5]2[C:6]([C:9]3([CH2:24][CH2:25][CH2:26][O:27][C:28]4[CH:29]=[C:30]([C:36]5([CH:42]=[O:43])[CH:37]=[CH:38][CH:39]=[CH:40][CH2:41]5)[CH:31]=[CH:32][C:33]=4[O:34][CH3:35])[CH2:10][CH2:11][NH:12][CH2:13][CH2:14]3)=[N:7][O:8][C:4]=2[CH:3]=1 |f:1.2.3|. Procedure details: A stirred mixture of 6-fluoro-(4-piperidinyl)-1,2 benzisoxazole (201 g; 9.13 mmol), K2CO3 (2.0 g), and 1-[3-(3-chloropropoxy)-4-methoxyphenyl]phenylmethanone (3.93 g; 11.3 mmol) and acetonitrile (50 ml) was heated at reflux for 4 hours. At the end of the reaction, the solvent was evaporated and the residue was partitioned between water (150 ml) and dichloromethane (400 ml). The dichloromethane solution was washed with water and brine (100 ml), dried over MgSO4, then concentrated to an oil. The p... The reactants are BrC1=C(CC(C(=O)O)CC)C=C(C=C1)OC (2-(2-bromo-5-methoxy-benzyl)-butyric acid), polyphosphoric acid. Run in O (water). Run at temperature 100 celsius. The product is COC=1C=C(C=CC1)CC(C(=O)O)C (3-(3-methoxyphenyl)-2-methyl-propionic acid). Isolated yield 86.0%. As a reaction SMILES: Br[C:2]1[CH:14]=[CH:13][C:12]([O:15][CH3:16])=[CH:11][C:3]=1[CH2:4][CH:5]([CH2:9]C)[C:6]([OH:8])=[O:7]>O>[CH3:16][O:15][C:12]1[CH:11]=[C:3]([CH2:4][CH:5]([CH3:9])[C:6]([OH:8])=[O:7])[CH:2]=[CH:14][CH:13]=1. Procedure: A mixture of the butyric acid (4c, 51.6 g) and polyphosphoric acid (511 g) was heated at 100° C. for 2.5 hours. The mixture was poured into water (1 L) and extracted with AcOEt. The combined extracts were washed with water, 5% sodium bicarbonate solution and brine, dried over MgSO4 and filtered. After removing the solvent under reduced pressure, the residue was chromatographed on silica gel eluting with hexane:AcOEt (4:1 to 1:2) to give the titled compound (30.0 g). Starting materials: FC(F)(COCCCCCCBr)c1ccccc1, NCc1ccccc1, CCOCC. The product is FC(F)(COCCCCCCNCc1ccccc1)c1ccccc1. Reaction SMILES: [Br:1][CH2:2][CH2:3][CH2:4][CH2:5][CH2:6][CH2:7][O:8][CH2:9][C:10]([F:11])([F:12])[c:13]1[cH:14][cH:15][cH:16][cH:17][cH:18]1.[CH2:19]([c:20]1[cH:21][cH:22][cH:23][cH:24][cH:25]1)[NH2:26].[CH2:27]([O:28][CH2:29][CH3:30])[CH3:31]>>[CH2:2]([CH2:3][CH2:4][CH2:5][CH2:6][CH2:7][O:8][CH2:9][C:10]([F:11])([F:12])[c:13]1[cH:14][cH:15][cH:16][cH:17][cH:18]1)[NH:26][CH2:19][c:20]1[cH:21][cH:22][cH:23][cH:24][cH:25]1. Reactants: CN1CCCC2=CC=C(C=C12)[N+](=O)[O-] (1-methyl-7-nitro-1,2,3,4-tetrahydroquinoline). Reagents/catalysts: [Pd] (palladium on charcoal). The solvent is CO (methanol). Conditions: time 3 day. The product is NC1=CC=C2CCCN(C2=C1)C (7-Amino-1-methyl-1,2,3,4-tetrahydroquinoline). The yield is 57.0%. RXN SMILES: [CH3:1][N:2]1[C:11]2[C:6](=[CH:7][CH:8]=[C:9]([N+:12]([O-])=O)[CH:10]=2)[CH2:5][CH2:4][CH2:3]1>[Pd].CO>[NH2:12][C:9]1[CH:10]=[C:11]2[C:6]([CH2:5][CH2:4][CH2:3][N:2]2[CH3:1])=[CH:7][CH:8]=1. Procedure details: A mixture of 1-methyl-7-nitro-1,2,3,4-tetrahydroquinoline (D2) (5.35 g, 27.9 mmol) and 10% palladium on charcoal (2 g, 54% water) in methanol (150 ml) was hydrogenated at atmospheric pressure and ambient temperature temperature for 3 d. The catalyst was filtered off and washed with further methanol. The combined filtrated and washings were concentrated in vacuo to give the crude product, which was purified by flash column chromatography. Elution with 5-10% EtOAc/DCM gave the title compound as a ... Starting materials: BrCCCCCCCCCCCCCCCC(=O)OC (methyl 16-bromohexadecanoate), NC1=CC=C(C(=O)OCC)C=C1 (ethyl 4-aminobenzoate), CN(P(=O)(N(C)C)N(C)C)C (hexamethylphosphoramide). Solvent: O (water). Product: C(=O)(OC)CCCCCCCCCCCCCCCNC1=CC=C(C(=O)OCC)C=C1 (ethyl 4-(15-carbomethoxypentadecylamino)benzoate). As a reaction SMILES: Br[CH2:2][CH2:3][CH2:4][CH2:5][CH2:6][CH2:7][CH2:8][CH2:9][CH2:10][CH2:11][CH2:12][CH2:13][CH2:14][CH2:15][CH2:16][C:17]([O:19][CH3:20])=[O:18].[NH2:21][C:22]1[CH:32]=[CH:31][C:25]([C:26]([O:28][CH2:29][CH3:30])=[O:27])=[CH:24][CH:23]=1.CN(C)P(N(C)C)(N(C)C)=O>O>[C:17]([CH2:16][CH2:15][CH2:14][CH2:13][CH2:12][CH2:11][CH2:10][CH2:9][CH2:8][CH2:7][CH2:6][CH2:5][CH2:4][CH2:3][CH2:2][NH:21][C:22]1[CH:23]=[CH:24][C:25]([C:26]([O:28][CH2:29][CH3:30])=[O:27])=[CH:31][CH:32]=1)([O:19][CH3:20])=[O:18]. Procedure: A solution of 21 g. of methyl 16-bromohexadecanoate and 20 g. of ethyl 4-aminobenzoate in 150 ml. of hexamethylphosphoramide is stirred at 120° C. for 20 horus, cooled, diluted with water and filtered. A methylene chloride solution of the solid is dried over anhydrous magnesium sulfate, clarified with activated charcoal, and filtered through silica gel. The filtrate is evaporated and the residue crystallized from acetonitrile to yield ethyl 4-(15-carbomethoxypentadecylamino)benzoate as a white c... Reactants: C1CCOC1, Cl, CN1Cc2c(C3CCC4(CC3)OCCO4)ccc(N)c2C1=O, [Na+], [OH-], O. Product: CN1Cc2c(C3CCC(=O)CC3)ccc(N)c2C1=O. As a reaction SMILES: [CH2:26]1[O:27][CH2:28][CH2:29][CH2:30]1.[ClH:23].[NH2:1][c:2]1[cH:3][cH:4][c:5]([CH:13]2[CH2:14][CH2:15][C:16]3([O:17][CH2:20][CH2:19][O:18]3)[CH2:21][CH2:22]2)[c:6]2[c:10]1[C:9](=[O:11])[N:8]([CH3:12])[CH2:7]2.[Na+:25].[OH-:24].[OH2:31]>>[NH2:1][c:2]1[cH:3][cH:4][c:5]([CH:13]2[CH2:14][CH2:15][C:16](=[O:17])[CH2:21][CH2:22]2)[c:6]2[c:10]1[C:9](=[O:11])[N:8]([CH3:12])[CH2:7]2.